The task is: describe an organic reaction: reactants, conditions, products, and yield. This data is from the Open Reaction Database (ORD), a public repository of structured organic reaction records. The reactants are CCOCC, C(=NC1CCCCC1)=NC1CCCCC1, O=C(O)CCCCCC(=O)O. Product: O=C1CCCCCC(=O)O1. Reaction SMILES: [CH3:27][CH2:28][O:29][CH2:30][CH3:31].[CH:12]1([N:13]=[C:14]=[N:15][CH:16]2[CH2:17][CH2:18][CH2:19][CH2:20][CH2:21]2)[CH2:22][CH2:23][CH2:24][CH2:25][CH2:26]1.[OH:1][C:2](=[O:3])[CH2:4][CH2:5][CH2:6][CH2:7][CH2:8][C:9]([OH:10])=[O:11]>>[C:2]1(=[O:3])[CH2:4][CH2:5][CH2:6][CH2:7][CH2:8][C:9](=[O:10])[O:11]1. The reactants are C1(=CC=CC=C1)C(C)N (α-phenylethylamine), C(Cl)C1CO1 (epichlorohydrin). The product is C1(=CC=CC=C1)C(C)NCC(CNC(C)C1=CC=CC=C1)O (1,3-bis-[(1-phenylethyl)amino]-2-propanol). RXN SMILES: [C:1]1([CH:7]([NH2:9])[CH3:8])[CH:6]=[CH:5][CH:4]=[CH:3][CH:2]=1.[CH2:10]([CH:12]1[O:14][CH2:13]1)Cl>>[C:1]1([CH:7]([NH:9][CH2:10][CH:12]([OH:14])[CH2:13][NH:9][CH:7]([C:1]2[CH:6]=[CH:5][CH:4]=[CH:3][CH:2]=2)[CH3:8])[CH3:8])[CH:6]=[CH:5][CH:4]=[CH:3][CH:2]=1. Procedure details: The racemate of α-phenylethylamine (1) was used as starting material and condensed with epichlorohydrin in the absence or presence of a solvent to obtain the racemate of 1,3-bis-[(1-phenylethyl)amino]-2-propanol (2) which was then cyclized with cyclizing reagents to give racemic 1,3-oxazolidin-2-one (I). Further reaction with an appropriate acid would give a salt of 1,3-oxazolidin-2-one (I). The reactants are C(C)OC(C(C(=O)O)(CC(CC)CC)NC(=O)OCC1=CC=CC=C1)=O (2-Benzyloxycarbonylamino-2-(2-ethylbutyl)malonic acid monoethyl ester), [OH-].[Na+] (sodium hydroxide). Solvent: C(C)O (ethanol). Yields the product C(C1=CC=CC=C1)OC(=O)NC(C(=O)O)(C(=O)O)CC(CC)CC (2-benzyloxycarbonylamino-2-(2-ethylbutyl)malonic acid). Reaction SMILES: C([O:3][C:4](=[O:26])[C:5]([NH:15][C:16]([O:18][CH2:19][C:20]1[CH:25]=[CH:24][CH:23]=[CH:22][CH:21]=1)=[O:17])([CH2:9][CH:10]([CH2:13][CH3:14])[CH2:11][CH3:12])[C:6]([OH:8])=[O:7])C.[OH-].[Na+]>C(O)C>[CH2:19]([O:18][C:16]([NH:15][C:5]([CH2:9][CH:10]([CH2:13][CH3:14])[CH2:11][CH3:12])([C:6]([OH:8])=[O:7])[C:4]([OH:26])=[O:3])=[O:17])[C:20]1[CH:21]=[CH:22][CH:23]=[CH:24][CH:25]=1 |f:1.2|. Procedure: 2-Benzyloxycarbonylamino-2-(2-ethylbutyl)malonic acid monoethyl ester was heated at 75° C. in ethanol (5 mL) with sodium hydroxide (5 mL, 1 N) for 3 h and 2-benzyloxycarbonylamino-2-(2-ethylbutyl)malonic acid was isolated by extraction of the acidified reaction mixture. 2-Benzyloxycarbonylamino-2-(2-ethylbutyl)malonic acid was heated at 103° C. for 1 h and the resulting residue was purified by column chromatography on silica gel to give 2(RS)-benzyloxycarbonylamino-4-ethylhexanoic acid (0.220 g)... Starting materials: [H-].[Na+] (Sodium hydride), [N+](=O)([O-])C=1C=C(C=O)C=CC1 (3-nitro-benzaldehyde), C(C)(C)(C)OC(CBr)=O (tert-butyl-bromoacetate), CN(C)C=O (DMF). Reaction conditions: temperature 65 celsius. The product is C(C)(C)(C)OC(C(CC1=CC(=CC=C1)N)O)=O ((±)-3-(3-Amino-phenyl)-2-hydroxy-propionic Acid Tert-butyl Ester). Yield: 41.0%. As a reaction SMILES: [H-].[Na+].[N+:3]([C:6]1[CH:7]=[C:8]([CH:11]=[CH:12][CH:13]=1)[CH:9]=O)([O-])=O.[C:14]([O:18][C:19](=[O:22])[CH2:20]Br)([CH3:17])([CH3:16])[CH3:15].CN(C=[O:27])C>>[C:14]([O:18][C:19](=[O:22])[CH:20]([OH:27])[CH2:9][C:8]1[CH:11]=[CH:12][CH:13]=[C:6]([NH2:3])[CH:7]=1)([CH3:17])([CH3:16])[CH3:15] |f:0.1|. Reported procedure: Sodium hydride (60% dispersion in oil) (1.32 g, 33.0 mmol) was added to a solution of 3-nitro-benzaldehyde (4.53 g, 30.0 mmol) and tert-butyl-bromoacetate (4.87 ml, 33.0 mmol) in DMF (100 ml). The resulting suspension was heated at 65° C. for 2 h, cooled, then quenched with water (10 ml). The mixture was diluted with ethyl acetate (100 ml), the organic phase was washed with water (150 ml), brine (2×150 ml), dried (MgSO4) and the solvent was evaporated. The residue was dissolved in dioxan (50 ml)... Reactants: C(C1=CC=CC=C1)C1=NN=C(N1CC(C)=O)SC (1-(3-benzyl-5-methylthio-4H-1,2,4-triazol-4-yl)-2-propanone), polyphosphoric acid, ice water, N (ammonia). RXN SMILES: [CH2:1]([C:8]1[N:12]([CH2:13][C:14](=O)[CH3:15])[C:11]([S:17][CH3:18])=[N:10][N:9]=1)[C:2]1[CH:7]=[CH:6][CH:5]=[CH:4][CH:3]=1.N>>[CH3:15][C:14]1[C:3]2[CH:4]=[CH:5][CH:6]=[CH:7][C:2]=2[CH2:1][C:8]2=[N:9][N:10]=[C:11]([S:17][CH3:18])[N:12]2[CH:13]=1. Procedure details: To 0.3 g of the 1-(3-benzyl-5-methylthio-4H-1,2,4-triazol-4-yl)-2-propanone obtained in Reference Example 7 was added 15.0 g of polyphosphoric acid and the mixture was heated on an oil bath at 160°-170° C. for 4 hours. The reaction mixture was poured into ice-water, neutralized with concentrated aqueous ammonia and extracted with chloroform. The chloroform layer was washed with water and dried over Na2SO4. The solvent was evaporated off and the residue was treated with isopropyl ether. By the ab... The product is CC1=CN2C(CC3=C1C=CC=C3)=NN=C2SC (6-methyl-3-methylthio-11H-s-triazolo[3,4-b][3]benzazepine). The reactants are O=C1OC(=O)c2cc(Cl)ccc21, NCc1ccccc1, Cc1ccccc1C. The product is O=C(O)c1cc(Cl)ccc1C(O)=NCc1ccccc1. RXN SMILES: [Cl:1][c:2]1[cH:3][c:4]2[c:5]([cH:11][cH:12]1)[C:6](=[O:7])[O:8][C:9]2=[O:10].[NH2:13][CH2:14][c:15]1[cH:16][cH:17][cH:18][cH:19][cH:20]1.[c:21]1([CH3:22])[c:23]([CH3:24])[cH:25][cH:26][cH:27][cH:28]1>>[Cl:1][c:2]1[cH:3][c:4]([C:9]([OH:8])=[O:10])[c:5]([C:6]([OH:7])=[N:13][CH2:14][c:15]2[cH:16][cH:17][cH:18][cH:19][cH:20]2)[cH:11][cH:12]1. Starting materials: C(C)OC(CCCCCC[C@H]1[C@@H](CCC1=CCC(CCCCC)=O)O)=O (9β-hydroxy-15-oxo-12-prostenoic acid ethyl ester), C(C)(=O)O (acetic acid), C(C)O (ethanol), [BH4-].[Na+] (NaBH4). Reported procedure: To 2 g. 9β-hydroxy-15-oxo-12-prostenoic acid ethyl ester, dissolved in 20 ml. dry ethanol, is added with ice cooling under nitrogen with exclusion of moisture and stirring, portionwise over 15 minutes, 206 mg. NaBH4. The mixture is stirred 15 minutes more and 0.325 ml. glacial acetic acid is added dropwise thereto. The mixture is poured into 50 ml. of water. Solvent is removed by distillation and the residue is extracted three times with 15 ml. amounts of diethyl ether. The organic phase is wash... Reaction SMILES: [CH2:1]([O:3][C:4](=[O:26])[CH2:5][CH2:6][CH2:7][CH2:8][CH2:9][CH2:10][C@@H:11]1[C:15](=[CH:16][CH2:17][C:18](=[O:24])[CH2:19][CH2:20][CH2:21][CH2:22][CH3:23])[CH2:14][CH2:13][C@H:12]1[OH:25])[CH3:2].C(O)C.[BH4-].[Na+].C(O)(=O)C>O>[CH2:1]([O:3][C:4](=[O:26])[CH2:5][CH2:6][CH2:7][CH2:8][CH2:9][CH2:10][C@@H:11]1[C:15](=[CH:16][CH2:17][CH:18]([OH:24])[CH2:19][CH2:20][CH2:21][CH2:22][CH3:23])[CH2:14][CH2:13][C@H:12]1[OH:25])[CH3:2] |f:2.3|. Run in O (water). Yields the product C(C)OC(CCCCCC[C@H]1[C@@H](CCC1=CCC(CCCCC)O)O)=O (9β,15-dihydroxy-12-prostenoic acid ethyl ester). Run at time 15 minute. The reactants are ClC1=CC2=C(C=3CCCN(C3CC2)C(=O)N)C=C1 (8-chloro-2,3,5,6-tetrahydrobenzo[f]quinoline-4(1H)-carboxamide), ClC1=CC(=CC=C1)C(=O)OO (m-chloroperbenzoic acid), C(O)([O-])=O.[Na+] (sodium hydrogen carbonate). The solvent is C(Cl)Cl (methylene chloride), C(Cl)Cl (methylene chloride). Run at time 1.5 hour. The product is ClC1=CC2=C(C(CCCN(C(CC2)=O)C(=O)N)=O)C=C1 (11-chloro-2,3,5,6,7,8-hexahydro-3,8-dioxo-4-benzazecine-4(1H)-carboxamide). Reaction SMILES: [Cl:1][C:2]1[CH:18]=[CH:17][C:5]2C3[CH2:7][CH2:8][CH2:9][N:10]([C:14]([NH2:16])=[O:15])[C:11]=3[CH2:12][CH2:13][C:4]=2[CH:3]=1.ClC1C=CC=C(C(OO)=[O:27])C=1.[C:30](=[O:33])([O-])O.[Na+]>C(Cl)Cl>[Cl:1][C:2]1[CH:18]=[CH:17][C:5]2[C:30](=[O:33])[CH2:7][CH2:8][CH2:9][N:10]([C:14]([NH2:16])=[O:15])[C:11](=[O:27])[CH2:12][CH2:13][C:4]=2[CH:3]=1 |f:2.3|. Reported procedure: 9.20 g (0.035 mol) of 8-chloro-2,3,5,6-tetrahydrobenzo[f]quinoline-4(1H)-carboxamide are suspended in 100 ml of methylene chloride and 14.1 g (0.071 mol) of m-chloroperbenzoic acid (85 percent) in 150 ml of methylene chloride are added dropwise thereto at 10°-15°. After stirring at room temperature for 1.5 hours, the mixture is poured into saturated sodium hydrogen carbonate solution, extracted with methylene chloride, dried with magnesium sulfate and the solvent is distilled in a vacuum. The so... The reactants are O[C@@H]1CC[C@H](CC1)N1C=2N(C(=C(C1=O)CC1=C(C=C(C=C1)C=1C(=CC=CC1)C#N)OC)CCC)N=CC2 (4′-{[4-(trans-4-hydroxycyclohexyl)-5-oxo-7-propyl-4,5-dihydropyrazolo[1,5-a]pyrimidin-6-yl]methyl}-3′-methoxybiphenyl-2-carbonitrile), [N+](=[N-])=CC(=O)OCC (ethyl diazoacetate), C(C)(=O)OCC (Ethyl acetate), O (water). Reagents/catalysts: C(C)(=O)[O-].[Rh+3].C(C)(=O)[O-].C(C)(=O)[O-] (rhodium acetate). Solvent: C(Cl)Cl (methylene chloride). Conditions: time 3 hour. Yields the product C(#N)C1=C(C=CC=C1)C1=CC(=C(C=C1)CC=1C(N(C=2N(C1CCC)N=CC2)[C@@H]2CC[C@H](CC2)OCC(=O)OCC)=O)OC (ethyl [(trans-4-{6-[(2′-cyano-3-methoxybiphenyl-4-yl)methyl]-5-oxo-7-propylpyrazolo[1,5-a]pyrimidin-4(5H)-yl}cyclohexyl)oxy]acetate). The yield is 47.0%. RXN SMILES: [OH:1][C@H:2]1[CH2:7][CH2:6][C@H:5]([N:8]2[C:13](=[O:14])[C:12]([CH2:15][C:16]3[CH:21]=[CH:20][C:19]([C:22]4[C:23]([C:28]#[N:29])=[CH:24][CH:25]=[CH:26][CH:27]=4)=[CH:18][C:17]=3[O:30][CH3:31])=[C:11]([CH2:32][CH2:33][CH3:34])[N:10]3[N:35]=[CH:36][CH:37]=[C:9]23)[CH2:4][CH2:3]1.[N+](=[CH:40][C:41]([O:43][CH2:44][CH3:45])=[O:42])=[N-].C(OCC)(=O)C.O>C(Cl)Cl.C([O-])(=O)C.[Rh+3].C([O-])(=O)C.C([O-])(=O)C>[C:28]([C:23]1[CH:24]=[CH:25][CH:26]=[CH:27][C:22]=1[C:19]1[CH:20]=[CH:21][C:16]([CH2:15][C:12]2[C:13](=[O:14])[N:8]([C@H:5]3[CH2:4][CH2:3][C@H:2]([O:1][CH2:40][C:41]([O:43][CH2:44][CH3:45])=[O:42])[CH2:7][CH2:6]3)[C:9]3[N:10]([N:35]=[CH:36][CH:37]=3)[C:11]=2[CH2:32][CH2:33][CH3:34])=[C:17]([O:30][CH3:31])[CH:18]=1)#[N:29] |f:5.6.7.8|. Procedure: To a solution of 4′-{[4-(trans-4-hydroxycyclohexyl)-5-oxo-7-propyl-4,5-dihydropyrazolo[1,5-a]pyrimidin-6-yl]methyl}-3′-methoxybiphenyl-2-carbonitrile (0.93 g) and rhodium acetate (dimer, 0.020 g) in methylene chloride (10 mL) was added dropwise ethyl diazoacetate (0.86 mL), and the mixture was stirred for 3 hr. Ethyl acetate and water were added to the reaction mixture, and the mixture was extracted with ethyl acetate. The organic layer was washed with water and then with saturated brine, dried ... Starting materials: CCOC(=O)CBr, O=C([O-])[O-], CS(C)=O, Cl, [K+], [K+], On1nnc2ccc(C(c3ccccc3)n3cncn3)cc21. Yields the product c1ccc(C(c2ccc3[nH]nnc3c2)n2cncn2)cc1. RXN SMILES: [Br:29][CH2:30][C:31]([O:32][CH2:33][CH3:34])=[O:35].[C:23](=[O:24])([O-:25])[O-:26].[CH3:37][S:38](=[O:39])[CH3:40].[ClH:36].[K+:27].[K+:28].[c:1]1([CH:7]([c:8]2[cH:9][cH:10][c:11]3[c:12]([n:13]([OH:16])[n:14][n:15]3)[cH:17]2)[n:18]2[n:19][cH:20][n:21][cH:22]2)[cH:2][cH:3][cH:4][cH:5][cH:6]1>>[c:1]1([CH:7]([c:8]2[cH:9][cH:10][c:11]3[c:12]([n:13][n:14][nH:15]3)[cH:17]2)[n:18]2[n:19][cH:20][n:21][cH:22]2)[cH:2][cH:3][cH:4][cH:5][cH:6]1.